Dataset: the Open Reaction Database (ORD), a public repository of structured organic reaction records. Task: describe an organic reaction: reactants, conditions, products, and yield Starting materials: CC(CCC1(C(=CC(C2=CC=CC=C12)=O)OC)C(=O)OC)(C)C (methyl 1-(3,3-dimethylbutyl)-2-methoxy-4-oxo-1,4-dihydronaphthalene-1-carboxylate), I[Si](C)(C)C (iodotrimethylsilane). Solvent: C(C)#N (acetonitrile). Conditions: time 4 hour. The product is CC(CCC1(C(CC(C2=CC=CC=C12)=O)=O)C(=O)OC)(C)C (methyl 1-(3,3-dimethylbutyl)-2,4-dioxo-1,2,3,4-tetrahydronaphthalene-1-carboxylate). Isolated yield 94.5%. RXN SMILES: [CH3:1][C:2]([CH3:23])([CH3:22])[CH2:3][CH2:4][C:5]1([C:18]([O:20][CH3:21])=[O:19])[C:14]2[C:9](=[CH:10][CH:11]=[CH:12][CH:13]=2)[C:8](=[O:15])[CH:7]=[C:6]1[O:16]C.I[Si](C)(C)C>C(#N)C>[CH3:1][C:2]([CH3:23])([CH3:22])[CH2:3][CH2:4][C:5]1([C:18]([O:20][CH3:21])=[O:19])[C:14]2[C:9](=[CH:10][CH:11]=[CH:12][CH:13]=2)[C:8](=[O:15])[CH2:7][C:6]1=[O:16]. Procedure details: To a solution of Example 8B (0.31g, 0.98 mmol) in acetonitrile (0.2 mL) was added iodotrimethylsilane (TMSI) (1 mL, 6.86 mmol). The reaction solution was stirred at room temperature for 4 h. The solution was concentrated in vacuo. Column chromatography on silica (50% ethyl acetate/hexane) afforded the title compound as a white solid (0.28g, 95%). Starting materials: ClC1=CC=C(C=C1)CC=1C(N=C(NC1)SC)=O (5-[(4-chlorophenyl)methyl]-2-(methylthio)-4(1H)-pyrimidinone), NCCN1CCC(CC1)NC1=NC2=C(N1CC1=CC=C(C=C1)F)C=CC=C2 (N-[1-(2-aminoethyl)-4-piperidinyl]-1-[(4-fluorophenyl)methyl]-1H-benzimidazol-2-amine). The solvent is ClC(Cl)Cl (trichloromethane). Conditions: temperature 140 celsius. The product is O.ClC1=CC=C(C=C1)CC=1C(N=C(NC1)NCCN1CCC(CC1)NC1=NC2=C(N1CC1=CC=C(C=C1)F)C=CC=C2)=O (5-[(4-chlorophenyl)methyl]-2-[[2-[4-[[1-[(4-fluorophenyl)methyl]-1H-benzimidazol-2-yl]amino]-1-piperidinyl]ethyl]amino]-4(1H)-pyrimidinone monohydrate). Yield: 76.8%. As a reaction SMILES: [Cl:1][C:2]1[CH:7]=[CH:6][C:5]([CH2:8][C:9]2[C:10](=[O:17])[N:11]=[C:12](SC)[NH:13][CH:14]=2)=[CH:4][CH:3]=1.[NH2:18][CH2:19][CH2:20][N:21]1[CH2:26][CH2:25][CH:24]([NH:27][C:28]2[N:32]([CH2:33][C:34]3[CH:39]=[CH:38][C:37]([F:40])=[CH:36][CH:35]=3)[C:31]3[CH:41]=[CH:42][CH:43]=[CH:44][C:30]=3[N:29]=2)[CH2:23][CH2:22]1>ClC(Cl)Cl>[OH2:17].[Cl:1][C:2]1[CH:7]=[CH:6][C:5]([CH2:8][C:9]2[C:10](=[O:17])[N:11]=[C:12]([NH:18][CH2:19][CH2:20][N:21]3[CH2:26][CH2:25][CH:24]([NH:27][C:28]4[N:32]([CH2:33][C:34]5[CH:39]=[CH:38][C:37]([F:40])=[CH:36][CH:35]=5)[C:31]5[CH:41]=[CH:42][CH:43]=[CH:44][C:30]=5[N:29]=4)[CH2:23][CH2:22]3)[NH:13][CH:14]=2)=[CH:4][CH:3]=1 |f:3.4|. Reported procedure: A mixture of 2.7 parts of 5-[(4-chlorophenyl)methyl]-2-(methylthio)-4(1H)-pyrimidinone and 3.67 parts of N-[1-(2-aminoethyl)-4-piperidinyl]-1-[(4-fluorophenyl)methyl]-1H-benzimidazol-2-amine was stirred and heated for 4 hours at 140° C. The reaction mixture was cooled and taken up in trichloromethane. The solution was purified by column-chromatography over silica gel using a mixture of trichloromethane and methanol (96:4 by volume), saturated with ammonia, as eluent. The pure fractions were coll... Reactants: ClC(=O)OCC1=CC=C(C=C1)[N+](=O)[O-] (4-nitrobenzyl chloroformate), Cl.ClC=1C=CC2=C(NC=3N(N=CC3CN2C(=O)C2=C(C=C(CNC(CCC3CCNCC3)=O)C=C2)C)C)C1 (N-[4-(6-chloro-3-methyl-4,10-dihydro-3H-2,3,4,9-tetraaza-benzo[f]azulene-9-carbonyl)-3-methyl-benzyl]-3-piperidin-4-yl-propionamide hydrochloride). Run in ClCCl (dichloromethane), ClCCl (dichloro-methane), C(C)N(CC)CC (triethylamine). Run at time 1 hour. The product is [N+](=O)([O-])C1=CC=C(COC(=O)N2CCC(CC2)CCC(NCC2=CC(=C(C=C2)C(=O)N2C3=C(NC=4N(N=CC4C2)C)C=C(C=C3)Cl)C)=O)C=C1 (4-{2-[4-(6-Chloro-3-methyl-4,10-dihydro-3H-2,3,4,9-tetraaza-benzo[f]azulene-9-carbonyl)-3-methylbenzylcarbamoyl]-ethyl}-piperidine-1-carboxylic Acid 4-nitro-benzyl Ester). As a reaction SMILES: Cl[C:2]([O:4][CH2:5][C:6]1[CH:11]=[CH:10][C:9]([N+:12]([O-:14])=[O:13])=[CH:8][CH:7]=1)=[O:3].Cl.[Cl:16][C:17]1[CH:18]=[CH:19][C:20]2[N:29]([C:30]([C:32]3[CH:49]=[CH:48][C:35]([CH2:36][NH:37][C:38](=[O:47])[CH2:39][CH2:40][CH:41]4[CH2:46][CH2:45][NH:44][CH2:43][CH2:42]4)=[CH:34][C:33]=3[CH3:50])=[O:31])[CH2:28][C:27]3[CH:26]=[N:25][N:24]([CH3:51])[C:23]=3[NH:22][C:21]=2[CH:52]=1>ClCCl.C(N(CC)CC)C>[N+:12]([C:9]1[CH:10]=[CH:11][C:6]([CH2:5][O:4][C:2]([N:44]2[CH2:45][CH2:46][CH:41]([CH2:40][CH2:39][C:38](=[O:47])[NH:37][CH2:36][C:35]3[CH:48]=[CH:49][C:32]([C:30]([N:29]4[CH2:28][C:27]5[CH:26]=[N:25][N:24]([CH3:51])[C:23]=5[NH:22][C:21]5[CH:52]=[C:17]([Cl:16])[CH:18]=[CH:19][C:20]4=5)=[O:31])=[C:33]([CH3:50])[CH:34]=3)[CH2:42][CH2:43]2)=[O:3])=[CH:7][CH:8]=1)([O-:14])=[O:13] |f:1.2|. Reported procedure: A solution of 4-nitrobenzyl chloroformate (1.08 mg, 0.005 mmol) in dichloromethane (0.05 ml) was added to a solution of N-[4-(6-chloro-3-methyl-4,10-dihydro-3H-2,3,4,9-tetraaza-benzo[f]azulene-9-carbonyl)-3-methyl-benzyl]-3-piperidin-4-yl-propionamide hydrochloride (Compound number 1108) (2.97 mg, 0.005 mmol) in dichloro-methane (0.05 ml) and triethylamine (0.0035 ml). The mixture was stirred at room temperature for 1 h then sol-vents were removed in vacuo to yield the title compound. (ESI)+: [M...